This data is from the Open Reaction Database (ORD), a public repository of structured organic reaction records. The task is: describe an organic reaction: reactants, conditions, products, and yield Reactants: Cc1ccccc1, O=Cc1ccccc1, NCC1CCNCC1. The product is C(=NCC1CCNCC1)c1ccccc1. As a reaction SMILES: [CH3:17][c:18]1[cH:19][cH:20][cH:21][cH:22][cH:23]1.[CH:1](=[O:2])[c:3]1[cH:4][cH:5][cH:6][cH:7][cH:8]1.[NH2:9][CH2:10][CH:11]1[CH2:12][CH2:13][NH:14][CH2:15][CH2:16]1>>[CH:1]([c:3]1[cH:4][cH:5][cH:6][cH:7][cH:8]1)=[N:9][CH2:10][CH:11]1[CH2:12][CH2:13][NH:14][CH2:15][CH2:16]1. Reactants: sulfone sulfoxide, C1CCC2=NCCCN2CC1 (DBU), C(CO)(=O)OC (methyl glycolate), intermediate, sulfoxide, sulfone, FC1=CC=C(C=C1)NC(=O)C=1C(=NC(=NC1)SC)N1CCC(CC1)(O)C1=CC=C(C=C1)Br (4-[4-(4-bromophenyl)-4-hydroxy-piperidin-1-yl]-2-methylsulfanylpyrimidine-5-carboxylic acid (4-fluorophenyl)amide), C1=CC(=CC(=C1)Cl)C(=O)OO (m-CPBA). Run in C1CCOC1 (THF), O (water), CC(=O)C (acetone). Reaction conditions: time 12 hour. Product: COC(COC1=NC=C(C(=N1)N1CCC(CC1)(O)C1=CC=C(C=C1)Br)C(NC1=CC=C(C=C1)F)=O)=O ([4-[4-(4-Bromophenyl)-4-hydroxypiperidin-1-yl]-5-(4-fluorophenylcarbamoyl)pyrimidin-2-yloxy]acetic acid methyl ester). RXN SMILES: [F:1][C:2]1[CH:7]=[CH:6][C:5]([NH:8][C:9]([C:11]2[C:12]([N:19]3[CH2:24][CH2:23][C:22]([C:26]4[CH:31]=[CH:30][C:29]([Br:32])=[CH:28][CH:27]=4)([OH:25])[CH2:21][CH2:20]3)=[N:13][C:14](SC)=[N:15][CH:16]=2)=[O:10])=[CH:4][CH:3]=1.C1C=C(Cl)C=C(C(OO)=O)C=1.C1CCN2C(=NCCC2)CC1.[C:55]([O:59][CH3:60])(=[O:58])[CH2:56][OH:57]>CC(C)=O.C1COCC1.O>[CH3:60][O:59][C:55](=[O:58])[CH2:56][O:57][C:14]1[N:13]=[C:12]([N:19]2[CH2:24][CH2:23][C:22]([C:26]3[CH:31]=[CH:30][C:29]([Br:32])=[CH:28][CH:27]=3)([OH:25])[CH2:21][CH2:20]2)[C:11]([C:9](=[O:10])[NH:8][C:5]2[CH:6]=[CH:7][C:2]([F:1])=[CH:3][CH:4]=2)=[CH:16][N:15]=1. Reported procedure: To a solution of 4-[4-(4-bromophenyl)-4-hydroxy-piperidin-1-yl]-2-methylsulfanylpyrimidine-5-carboxylic acid (4-fluorophenyl)amide (700 mg, 1.35 mmol) in acetone (50 mL) was added m-CPBA (330 mg, 1.49 mmol) and the mixture was stirred for 12 h. The mixture was concentrated under reduced pressure and the intermediate product was isolated by trituration from a mixture of hexanes and dichloromethane (1:1, 25mL). This afforded 534 mg of the intermediate product as a mixture of sulfoxide and sulfone.... Reactants: O1C(=CC=C1)C=CC(=O)C1=CN=C2SC3=C(N21)CCCCC3 (3-(2-Furanyl)-1-(6,7,8,9-tetrahydro-5H-cyclohept[d]imidazo[2,1-b]thiazol-3-yl)-propene-1-one), [H-].[H-].[H-].[H-].[Li+].[Al+3] (LiAlH4). Yields the product O1C(=CC=C1)CCC(O)C1=CN=C2SC3=C(N21)CCCCC3 (α-[2-(2-Furanyl)ethyl]-6,7,8,9-tetrahydro-5H-cyclohept[d]imidazo[2,1-b]thiazol-3-methanol). Reaction SMILES: [O:1]1[CH:5]=[CH:4][CH:3]=[C:2]1[CH:6]=[CH:7][C:8]([C:10]1[N:17]2[C:13]([S:14][C:15]3[CH2:22][CH2:21][CH2:20][CH2:19][CH2:18][C:16]=32)=[N:12][CH:11]=1)=[O:9].[H-].[H-].[H-].[H-].[Li+].[Al+3]>>[O:1]1[CH:5]=[CH:4][CH:3]=[C:2]1[CH2:6][CH2:7][CH:8]([C:10]1[N:17]2[C:13]([S:14][C:15]3[CH2:22][CH2:21][CH2:20][CH2:19][CH2:18][C:16]=32)=[N:12][CH:11]=1)[OH:9] |f:1.2.3.4.5.6|. Procedure details: 3-(2-Furanyl)-1-(6,7,8,9-tetrahydro-5H-cyclohept[d]imidazo[2,1-b]thiazol-3-yl)-propene-1-one (Formula P-2, X=0), 0.94 g, was reduced with LiAlH4 by non-critical variations of EXAMPLE 23 to provide α-[2-(2-Furanyl)ethyl]-6,7,8,9-tetrahydro-5H-cyclohept[d]imidazo[2,1-b]thiazol-3-methanol (Formula P-5, X=0), after two crystallizations from ethanol. Reactants: COC1=C(OC)C(=O)NC1=O, [Na+], [OH-]. Product: COC1=C(OC)C(=O)OC1=O. Reaction SMILES: [CH3:1][O:2][C:3]1=[C:4]([O:10][CH3:11])[C:5](=[O:6])[NH:7][C:8]1=[O:9].[Na+:13].[OH-:12]>>[CH3:1][O:2][C:3]1=[C:4]([O:10][CH3:11])[C:5](=[O:6])[O:9][C:8]1=[O:12].